Dataset: the Open Reaction Database (ORD), a public repository of structured organic reaction records. Task: describe an organic reaction: reactants, conditions, products, and yield Reaction conditions: temperature 40 celsius, time 5 minute. Solvent: CO (methanol), N1CCCCC1 (piperidine), C(C)(=O)OCC (ethyl acetate). Product: N (ammonia), FC1=CC2=C(C3=C(NC(=N3)C(=O)N)C3CC2C3)C=C1C#C[C@](C)(C1=NC=CC=N1)O ((R)-8-fluoro-9-(3-hydroxy-3-(pyrimidin-2-yl)but-1-yn-1-yl)-3,4,5,6-tetrahydro-4,6-methanobenzo[3,4]cyclohepta[1,2-d]imidazole-2-carboxamide). Starting materials: C(Cl)Cl (DCM), FC1=CC2=C(C3=C(NC(=N3)C(=O)N)C3CC2C3)C=C1I (8-fluoro-9-iodo-3,4,5,6-tetrahydro-4,6-methanobenzo[3,4]cyclohepta[1,2-d]imidazole-2-carboxamide), N1=C(N=CC=C1)[C@@](C)(C#C)O ((2R)-2-(pyrimidin-2-yl)but-3-yn-2-ol). As a reaction SMILES: [F:1][C:2]1[C:19](I)=[CH:18][C:5]2[C:6]3[N:10]=[C:9]([C:11]([NH2:13])=[O:12])[NH:8][C:7]=3[CH:14]3[CH2:17][CH:16]([C:4]=2[CH:3]=1)[CH2:15]3.[N:21]1[CH:26]=[CH:25][CH:24]=[N:23][C:22]=1[C@:27]([OH:31])([C:29]#[CH:30])[CH3:28].C(Cl)Cl>N1CCCCC1.C(OCC)(=O)C.CO.[Cu]I.C1C=CC([P]([Pd]([P](C2C=CC=CC=2)(C2C=CC=CC=2)C2C=CC=CC=2)([P](C2C=CC=CC=2)(C2C=CC=CC=2)C2C=CC=CC=2)[P](C2C=CC=CC=2)(C2C=CC=CC=2)C2C=CC=CC=2)(C2C=CC=CC=2)C2C=CC=CC=2)=CC=1>[NH3:8].[F:1][C:2]1[C:19]([C:30]#[C:29][C@@:27]([OH:31])([C:22]2[N:23]=[CH:24][CH:25]=[CH:26][N:21]=2)[CH3:28])=[CH:18][C:5]2[C:6]3[N:10]=[C:9]([C:11]([NH2:13])=[O:12])[NH:8][C:7]=3[CH:14]3[CH2:17][CH:16]([C:4]=2[CH:3]=1)[CH2:15]3 |^1:54,56,75,94|. Isolated yield 91.6%. Reagents/catalysts: [Cu]I (copper(I) iodide), C=1C=CC(=CC1)[P](C=2C=CC=CC2)(C=3C=CC=CC3)[Pd]([P](C=4C=CC=CC4)(C=5C=CC=CC5)C=6C=CC=CC6)([P](C=7C=CC=CC7)(C=8C=CC=CC8)C=9C=CC=CC9)[P](C=1C=CC=CC1)(C=1C=CC=CC1)C=1C=CC=CC1 (tetrakis(triphenylphosphine)palladium(0)). Procedure: Into a pressure tube containing a solution of 8-fluoro-9-iodo-3,4,5,6-tetrahydro-4,6-methanobenzo[3,4]cyclohepta[1,2-d]imidazole-2-carboxamide (73 mg, 0.19 mmol) in piperidine (2 mL) was introduced (2R)-2-(pyrimidin-2-yl)but-3-yn-2-ol (140 mg, 0.95 mmol) and copper(I) iodide (2 mg, 0.01 mmol). The resulting solution was de-oxygenated by nitrogen bubbling for five minutes then tetrakis(triphenylphosphine)palladium(0) (11 mg, 0.01 mmol) was added. Nitrogen bubbling was continued for a further two ...